From a dataset of the Open Reaction Database (ORD), a public repository of structured organic reaction records. describe an organic reaction: reactants, conditions, products, and yield The reactants are COC(C=1C(C(=O)/N=C/N(C)C)=CC=C(C1)F)=O (N-[1-dimethylamino-meth-(E)-ylidene]-5-fluoro-phthalamic acid methyl ester), CNN (methyl hydrazine). Run in CCOC(=O)C (EtOAc), C(C)(=O)O (acetic acid). Conditions: time 1 hour. Product: COC(C1=C(C=CC(=C1)F)C=1N(N=CN1)C)=O (5-fluoro-2-(2-methyl-2H-1,2,4-triazol-3-yl)-benzoic acid methyl ester). RXN SMILES: [CH3:1][O:2][C:3](=[O:18])[C:4]1[C:5](=[CH:13][CH:14]=[C:15]([F:17])[CH:16]=1)[C:6](/[N:8]=[CH:9]/[N:10](C)C)=O.[CH3:19][NH:20]N>C(O)(=O)C.CCOC(C)=O>[CH3:1][O:2][C:3](=[O:18])[C:4]1[CH:16]=[C:15]([F:17])[CH:14]=[CH:13][C:5]=1[C:6]1[N:20]([CH3:19])[N:10]=[CH:9][N:8]=1. Procedure details: To a solution of N-[1-dimethylamino-meth-(E)-ylidene]-5-fluoro-phthalamic acid methyl ester plus regioiosmer (2.9 g, 11.50 mmol) in acetic acid (10 mL) is added methyl hydrazine (6.0 mL, 113.95 mmol). The reaction mixture is stirred at room temperature for 1 hour. The reaction mixture is diluted with EtOAc (250 mL) and the organic layer is washed with H2O (150 mL×2), dried with Na2SO4 and filtered. The filtrate is concentrated under reduced pressure. The residue is triturated with 1:1 EtOAc:hexa... Starting materials: CCC(C)(C)CC(O)CNC(=O)C1(Cc2ccc(Br)cc2)CCCN1C(=O)OC(C)(C)C, Fc1ccc(Br)nc1, C1COCCO1, [F-], [K+], [Pd], c1ccc(P(c2ccccc2)c2ccccc2)cc1, c1ccc(P(c2ccccc2)c2ccccc2)cc1, c1ccc(P(c2ccccc2)c2ccccc2)cc1, c1ccc(P(c2ccccc2)c2ccccc2)cc1. The product is CCC(C)(C)CC(O)CNC(=O)C1(Cc2ccc(-c3ccc(F)cn3)cc2)CCCN1C(=O)OC(C)(C)C. Reaction SMILES: [Br:1][c:2]1[cH:3][cH:4][c:5]([CH2:6][C:7]2([C:19](=[O:20])[NH:21][CH2:22][CH:23]([CH2:24][C:25]([CH2:26][CH3:27])([CH3:28])[CH3:29])[OH:30])[N:8]([C:12](=[O:13])[O:14][C:15]([CH3:16])([CH3:17])[CH3:18])[CH2:9][CH2:10][CH2:11]2)[cH:31][cH:32]1.[Br:33][c:34]1[n:35][cH:36][c:37]([F:40])[cH:38][cH:39]1.[CH2:43]1[O:44][CH2:45][CH2:46][O:47][CH2:48]1.[F-:41].[K+:42].[Pd:125].[c:106]1([P:107]([c:108]2[cH:109][cH:110][cH:111][cH:112][cH:113]2)[c:114]2[cH:115][cH:116][cH:117][cH:118][cH:119]2)[cH:120][cH:121][cH:122][cH:123][cH:124]1.[c:49]1([P:50]([c:51]2[cH:52][cH:53][cH:54][cH:55][cH:56]2)[c:57]2[cH:58][cH:59][cH:60][cH:61][cH:62]2)[cH:63][cH:64][cH:65][cH:66][cH:67]1.[c:68]1([P:69]([c:70]2[cH:71][cH:72][cH:73][cH:74][cH:75]2)[c:76]2[cH:77][cH:78][cH:79][cH:80][cH:81]2)[cH:82][cH:83][cH:84][cH:85][cH:86]1.[c:87]1([P:88]([c:89]2[cH:90][cH:91][cH:92][cH:93][cH:94]2)[c:95]2[cH:96][cH:97][cH:98][cH:99][cH:100]2)[cH:101][cH:102][cH:103][cH:104][cH:105]1>>[c:2]1(-[c:34]2[n:35][cH:36][c:37]([F:40])[cH:38][cH:39]2)[cH:3][cH:4][c:5]([CH2:6][C:7]2([C:19](=[O:20])[NH:21][CH2:22][CH:23]([CH2:24][C:25]([CH2:26][CH3:27])([CH3:28])[CH3:29])[OH:30])[N:8]([C:12](=[O:13])[O:14][C:15]([CH3:16])([CH3:17])[CH3:18])[CH2:9][CH2:10][CH2:11]2)[cH:31][cH:32]1. The reactants are NCC1CCCO1, O=C(Nc1nc2cccc(Cl)n2n1)c1ccccc1. The product is O=C(Nc1nc2cccc(NCC3CCCO3)n2n1)c1ccccc1. Reaction SMILES: [CH2:20]([CH:21]1[CH2:22][CH2:23][CH2:24][O:25]1)[NH2:26].[Cl:1][c:2]1[cH:3][cH:4][cH:5][c:6]2[n:7]1[n:8][c:9]([NH:11][C:12]([c:13]1[cH:14][cH:15][cH:16][cH:17][cH:18]1)=[O:19])[n:10]2>>[c:2]1([NH:26][CH2:20][CH:21]2[CH2:22][CH2:23][CH2:24][O:25]2)[cH:3][cH:4][cH:5][c:6]2[n:7]1[n:8][c:9]([NH:11][C:12]([c:13]1[cH:14][cH:15][cH:16][cH:17][cH:18]1)=[O:19])[n:10]2. Starting materials: C1CCOC1, CO, CC(C)(C)OC(=O)N1CCOC(C(OCC#N)c2cccc(Cl)c2)C1. Reaction SMILES: [CH2:28]1[O:29][CH2:30][CH2:31][CH2:32]1.[CH3:26][OH:27].[Cl:1][c:2]1[cH:3][c:4]([CH:8]([CH:9]2[O:10][CH2:11][CH2:12][N:13]([C:15](=[O:16])[O:17][C:18]([CH3:19])([CH3:20])[CH3:21])[CH2:14]2)[O:22][CH2:23][C:24]#[N:25])[cH:5][cH:6][cH:7]1>>[Cl:1][c:2]1[cH:3][c:4]([CH:8]([CH:9]2[O:10][CH2:11][CH2:12][N:13]([C:15](=[O:16])[O:17][C:18]([CH3:19])([CH3:20])[CH3:21])[CH2:14]2)[O:22][CH2:23][CH2:24][NH2:25])[cH:5][cH:6][cH:7]1. Product: CC(C)(C)OC(=O)N1CCOC(C(OCCN)c2cccc(Cl)c2)C1. Starting materials: CC(C)n1ncnc1-c1cn2c(n1)-c1ccc(Br)cc1OCC2, CC(=O)[O-], CC(=O)[O-], ClCCl, CS(=O)(=O)c1ccccc1B(O)O, CN(C)C=O, [K+], [K+], [K+], N#N, O=P([O-])([O-])[O-], [Pd+2]. The product is CC(C)n1ncnc1-c1cn2c(n1)-c1ccc(-c3ccccc3S(C)(=O)=O)cc1OCC2. As a reaction SMILES: [Br:1][c:2]1[cH:3][c:4]2[c:5]([cH:22][cH:23]1)-[c:6]1[n:7]([cH:11][c:12](-[c:14]3[n:15][cH:16][n:17][n:18]3[CH:19]([CH3:20])[CH3:21])[n:13]1)[CH2:8][CH2:9][O:10]2.[C:55]([O-:56])(=[O:57])[CH3:58].[C:60]([O-:61])(=[O:62])[CH3:63].[CH2:52]([Cl:53])[Cl:54].[CH3:34][S:35](=[O:36])(=[O:37])[c:38]1[c:39]([B:44]([OH:45])[OH:46])[cH:40][cH:41][cH:42][cH:43]1.[CH3:47][N:48]([CH3:49])[CH:50]=[O:51].[K+:29].[K+:30].[K+:31].[N:32]#[N:33].[P:24]([O-:25])([O-:26])([O-:27])=[O:28].[Pd+2:59]>>[c:2]1(-[c:39]2[c:38]([S:35]([CH3:34])(=[O:36])=[O:37])[cH:43][cH:42][cH:41][cH:40]2)[cH:3][c:4]2[c:5]([cH:22][cH:23]1)-[c:6]1[n:7]([cH:11][c:12](-[c:14]3[n:15][cH:16][n:17][n:18]3[CH:19]([CH3:20])[CH3:21])[n:13]1)[CH2:8][CH2:9][O:10]2.